describe an organic reaction: reactants, conditions, products, and yield From a dataset of the Open Reaction Database (ORD), a public repository of structured organic reaction records. Reactants: [OH-].[Na+] (Sodium hydroxide), C1(=CC=CC=C1)C(C1=CC=CC=C1)(C1=CC=CC=C1)Cl (triphenylmethylchloride), C1(=CC=C(C=C1)C1=C(C#N)C=CC=C1)C (2-(p-Tolyl)benzonitrile), [N-]=[N+]=[N-].[Na+] (sodium azide), C(CCC)[Sn](CCCC)(CCCC)Cl (tributyltin chloride). Run in CCCCCCC (heptane), O (water), C1(=CC=CC=C1)C (toluene), C1(=CC=CC=C1)C (toluene). Conditions: temperature 110 celsius, time 70 hour. The product is C1(=CC=CC=C1)C(C1=CC=CC=C1)(C1=CC=CC=C1)N1N=NN=C1C1=C(C=CC=C1)C1=CC=C(C=C1)C (2-(Triphenylmethyltetrazol-5-yl)-4'-methylbiphenyl). RXN SMILES: [C:1]1([CH3:15])[CH:6]=[CH:5][C:4]([C:7]2[CH:14]=[CH:13][CH:12]=[CH:11][C:8]=2[C:9]#[N:10])=[CH:3][CH:2]=1.[N-:16]=[N+:17]=[N-:18].[Na+].C([Sn](Cl)(CCCC)CCCC)CCC.[OH-].[Na+].[C:36]1([C:42](Cl)([C:49]2[CH:54]=[CH:53][CH:52]=[CH:51][CH:50]=2)[C:43]2[CH:48]=[CH:47][CH:46]=[CH:45][CH:44]=2)[CH:41]=[CH:40][CH:39]=[CH:38][CH:37]=1>C1(C)C=CC=CC=1.CCCCCCC.O>[C:36]1([C:42]([N:10]2[C:9]([C:8]3[CH:11]=[CH:12][CH:13]=[CH:14][C:7]=3[C:4]3[CH:5]=[CH:6][C:1]([CH3:15])=[CH:2][CH:3]=3)=[N:18][N:17]=[N:16]2)([C:43]2[CH:44]=[CH:45][CH:46]=[CH:47][CH:48]=2)[C:49]2[CH:50]=[CH:51][CH:52]=[CH:53][CH:54]=2)[CH:37]=[CH:38][CH:39]=[CH:40][CH:41]=1 |f:1.2,4.5|. Procedure details: 2-(p-Tolyl)benzonitrile (9.00 g), sodium azide (3.00 g), toluene (35 ml) and tributyltin chloride (16.4 g) were charged to a 250 ml round-bottomed flask equipped with mechanical stirrer, condenser with N2 inlet and thermometer, in a heating mantle. The mixture was heated to 110° C. and held for 70 hours. The mixture was diluted with 35 ml toluene and cooled to room temperature. 10N Sodium hydroxide (5.5 ml) and triphenylmethylchloride (13.5 g) were added and the mixture stirred 3 hours at room t... Reactants: [Li]CCCC, CN(C)C=O, CCOCC, CCCCCC, COCOCc1coc(-c2ccc(Cl)cc2)n1, O. The product is COCOCc1nc(-c2ccc(Cl)cc2)oc1C=O. RXN SMILES: [CH2:18]([Li:19])[CH2:20][CH2:21][CH3:22].[CH3:23][N:24]([CH:25]=[O:26])[CH3:27].[CH3:29][CH2:30][O:31][CH2:32][CH3:33].[CH3:34][CH2:35][CH2:36][CH2:37][CH2:38][CH3:39].[Cl:1][c:2]1[cH:3][cH:4][c:5](-[c:8]2[o:9][cH:10][c:11]([CH2:13][O:14][CH2:15][O:16][CH3:17])[n:12]2)[cH:6][cH:7]1.[OH2:28]>>[Cl:1][c:2]1[cH:3][cH:4][c:5](-[c:8]2[o:9][c:10]([CH:25]=[O:26])[c:11]([CH2:13][O:14][CH2:15][O:16][CH3:17])[n:12]2)[cH:6][cH:7]1. The reactants are FC1=C(C=CC(=C1)C1=NC=C(C=C1)F)C(C)=O (1-[2-fluoro-4-(5-fluoropyridin-2-yl)phenyl]ethanone), BrCC(=O)OCC (ethyl bromoacetate), ice water. Reagents/catalysts: [Zn] (zinc). Solvent: O1CCCC1 (tetrahydrofuran), O1CCCC1 (tetrahydrofuran). The product is FC1=C(C=CC(=C1)C1=NC=C(C=C1)F)C(CC(=O)OCC)(C)O (ethyl 3-[2-fluoro-4-(5-fluoropyridin-2-yl)phenyl]-3-hydroxybutanoate). As a reaction SMILES: [F:1][C:2]1[CH:7]=[C:6]([C:8]2[CH:13]=[CH:12][C:11]([F:14])=[CH:10][N:9]=2)[CH:5]=[CH:4][C:3]=1[C:15](=[O:17])[CH3:16].Br[CH2:19][C:20]([O:22][CH2:23][CH3:24])=[O:21]>O1CCCC1.[Zn]>[F:1][C:2]1[CH:7]=[C:6]([C:8]2[CH:13]=[CH:12][C:11]([F:14])=[CH:10][N:9]=2)[CH:5]=[CH:4][C:3]=1[C:15]([OH:17])([CH3:16])[CH2:19][C:20]([O:22][CH2:23][CH3:24])=[O:21]. Procedure details: A mixture of 1-[2-fluoro-4-(5-fluoropyridin-2-yl)phenyl]ethanone (3.6 g, 15.3 mmol) and ethyl bromoacetate (12.8 g, 76.5 mmol) in tetrahydrofuran (35 mL) was added dropwise to a refluxing suspension of zinc (Reike, activated) (5 g) in tetrahydrofuran (100 mL). After stirring at reflux for a further 15 min, the reaction was cooled, poured into ice water and extracted with ethyl acetate. The combined organic extracts were washed with brine, dried (sodium sulfate) and concentrated in vacuo. Chromat... Reactants: COc1ccc(Cl)c(Oc2c(C)nc(N3CCOCC3)nc2NS(=O)(=O)c2ccc(C(C)(C)C)cc2)c1, C1COCCO1, O=[Se]=O. Product: COc1ccc(Cl)c(Oc2c(C=O)nc(N3CCOCC3)nc2NS(=O)(=O)c2ccc(C(C)(C)C)cc2)c1. Reaction SMILES: [C:1]([CH3:2])([CH3:3])([CH3:4])[c:5]1[cH:6][cH:7][c:8]([S:11](=[O:12])(=[O:13])[NH:14][c:15]2[n:16][c:17]([N:32]3[CH2:33][CH2:34][O:35][CH2:36][CH2:37]3)[n:18][c:19]([CH3:31])[c:20]2[O:21][c:22]2[c:23]([Cl:30])[cH:24][cH:25][c:26]([O:28][CH3:29])[cH:27]2)[cH:9][cH:10]1.[O:41]1[CH2:42][CH2:43][O:44][CH2:45][CH2:46]1.[Se:38](=[O:39])=[O:40]>>[C:1]([CH3:2])([CH3:3])([CH3:4])[c:5]1[cH:6][cH:7][c:8]([S:11](=[O:12])(=[O:13])[NH:14][c:15]2[n:16][c:17]([N:32]3[CH2:33][CH2:34][O:35][CH2:36][CH2:37]3)[n:18][c:19]([CH:31]=[O:39])[c:20]2[O:21][c:22]2[c:23]([Cl:30])[cH:24][cH:25][c:26]([O:28][CH3:29])[cH:27]2)[cH:9][cH:10]1.